From a dataset of the Open Reaction Database (ORD), a public repository of structured organic reaction records. describe an organic reaction: reactants, conditions, products, and yield The reactants are BrC1=CC=C2C(=NNC2=C1)C=1N=NN(C1)C1=CC=C(C=C1)C(=O)N1CCOCC1 ({4-[4-(6-Bromo-1H-indazol-3-yl)-[1,2,3]triazol-1-yl]-phenyl}-morpholin-4-yl-methanone), C(C#C)O (propargyl alcohol). The reagents and catalysts are C=1C=CC(=CC1)[P](C=2C=CC=CC2)(C=3C=CC=CC3)[Pd]([P](C=4C=CC=CC4)(C=5C=CC=CC5)C=6C=CC=CC6)([P](C=7C=CC=CC7)(C=8C=CC=CC8)C=9C=CC=CC9)[P](C=1C=CC=CC1)(C=1C=CC=CC1)C=1C=CC=CC1 (Pd(PPh3)4). Run in C(Cl)Cl (DCM), N1CCCC1 (pyrrolidine). Run at temperature 80 celsius. The product is N1(CCOCC1)C(=O)C1=CC=C(C=C1)N1N=NC(=C1)C1=NNC2=CC(=CC=C12)C#CCO (3-(3-{1-[4-(morpholin-4-ylcarbonyl)phenyl]-1H-1,2,3-triazol-4-yl}-1H-indazol-6-yl)prop-2-yn-1-ol). The yield is 28.3%. As a reaction SMILES: Br[C:2]1[CH:10]=[C:9]2[C:5]([C:6]([C:11]3[N:12]=[N:13][N:14]([C:16]4[CH:21]=[CH:20][C:19]([C:22]([N:24]5[CH2:29][CH2:28][O:27][CH2:26][CH2:25]5)=[O:23])=[CH:18][CH:17]=4)[CH:15]=3)=[N:7][NH:8]2)=[CH:4][CH:3]=1.[CH2:30]([OH:33])[C:31]#[CH:32]>N1CCCC1.C(Cl)Cl.C1C=CC([P]([Pd]([P](C2C=CC=CC=2)(C2C=CC=CC=2)C2C=CC=CC=2)([P](C2C=CC=CC=2)(C2C=CC=CC=2)C2C=CC=CC=2)[P](C2C=CC=CC=2)(C2C=CC=CC=2)C2C=CC=CC=2)(C2C=CC=CC=2)C2C=CC=CC=2)=CC=1>[N:24]1([C:22]([C:19]2[CH:18]=[CH:17][C:16]([N:14]3[CH:15]=[C:11]([C:6]4[C:5]5[C:9](=[CH:10][C:2]([C:32]#[C:31][CH2:30][OH:33])=[CH:3][CH:4]=5)[NH:8][N:7]=4)[N:12]=[N:13]3)=[CH:21][CH:20]=2)=[O:23])[CH2:25][CH2:26][O:27][CH2:28][CH2:29]1 |^1:45,47,66,85|. Procedure: A mixture of {4-[4-(6-Bromo-1H-indazol-3-yl)-[1,2,3]triazol-1-yl]-phenyl}-morpholin-4-yl-methanone (150 mg; 0.33 mmol; 1.0 eq.), propargyl alcohol (39 μl; 0.66 mmol; 2.0 eq.) and Pd(PPh3)4 (19 mg, 0.02 mmol, 0.05 eq.) in pyrrolidine (1.5 mL) was heated O/N at 80° C. in a sealed tube. The reaction mixture was then diluted with DCM and washed with a saturated solution of NH4Cl (three times) and brine. Organic phase was dried over magnesium sulfate, filtered and concentrated. Purification by prepar... The reactants are C[Si](C)(C)I (trimethylsilyl iodide), ClC1=C(C=CC(=C1)OCC1=CC=CC=C1)C1=CC=C2C(=NNC2=C1)NC(CCC)=O (N-[6-[2-chloro-4-(phenylmethoxy)phenyl]-1H-indazol-3-yl]butanamide). Solvent: CO (methanol). Run at time 15 minute. Product: ClC1=C(C=CC(=C1)O)C1=CC=C2C(=NNC2=C1)NC(CCC)=O (N-[6-(2-chloro-4-hydroxyphenyl)-1H-indazol-3-yl]butanamide). Isolated yield 50.9%. RXN SMILES: C[Si](I)(C)C.[Cl:6][C:7]1[CH:12]=[C:11]([O:13]CC2C=CC=CC=2)[CH:10]=[CH:9][C:8]=1[C:21]1[CH:29]=[C:28]2[C:24]([C:25]([NH:30][C:31](=[O:35])[CH2:32][CH2:33][CH3:34])=[N:26][NH:27]2)=[CH:23][CH:22]=1>CO>[Cl:6][C:7]1[CH:12]=[C:11]([OH:13])[CH:10]=[CH:9][C:8]=1[C:21]1[CH:29]=[C:28]2[C:24]([C:25]([NH:30][C:31](=[O:35])[CH2:32][CH2:33][CH3:34])=[N:26][NH:27]2)=[CH:23][CH:22]=1. Procedure details: 15 cm3 of trimethylsilyl iodide are added to 0.6 g of N-[6-[2-chloro-4-(phenylmethoxy)phenyl]-1H-indazol-3-yl]butanamide, described previously, and the mixture is refluxed for 4 hours, followed by addition of 50 cm3 of methanol, and refluxing is continued for 15 minutes. The reaction medium is concentrated to dryness under reduced pressure (2 kPa; 50° C.), 100 cm3 of ethyl acetate are added and the organic phase is washed with 2×50 cm3 of 10% sodium thiosulphate solution and then with 50 cm3 of ... Starting materials: C(CC=C)O (3-buten-1-ol), O1CCCC=C1 (3,4-dihydro-2H-pyran), C1(=CC=C(C=C1)S(=O)(=O)[O-])C.[NH+]1=CC=CC=C1 (pyridinium p-toluenesulfonate). Run in ClCCl (dichloromethane). Reaction conditions: time 4 hour. The product is C(CC=C)OC1OCCCC1 (2-but-3-enyloxy-tetrahydro-pyran). Isolated yield 89.0%. As a reaction SMILES: [CH2:1]([OH:5])[CH2:2][CH:3]=[CH2:4].[O:6]1[CH:11]=[CH:10][CH2:9][CH2:8][CH2:7]1.C1(C)C=CC(S([O-])(=O)=O)=CC=1.[NH+]1C=CC=CC=1>ClCCl>[CH2:1]([O:5][CH:7]1[CH2:8][CH2:9][CH2:10][CH2:11][O:6]1)[CH2:2][CH:3]=[CH2:4] |f:2.3|. Procedure: In a 1000 ml rb flask were placed 3-buten-1-ol (7.21 g, 100.00 mmol), 3,4-dihydro-2H-pyran (12.62 g, 150.00 mmol) and pyridinium p-toluenesulfonate (2.51 g, 10.00 mmol) in 350 ml of anhydrous dichloromethane. The reaction mixture was stirred at room temperature for 4 h. Then the reaction mixture was concentrated and the residue was purified by column with Hexane/Ethyl acetate=100/5 to provide 13.90 g of the desired product as an oil (89.0%). 1H-NMR (DMSO-d6) δ 5.851-5.742 (m, 1H), 5.103-5.011 (d... The reactants are C([O-])(O)=O.[Na+] (sodium bicarbonate), CI (Methyl iodide), [H-].[Na+] (sodium hydride), C(C1=CC=CC=C1)OC(=O)N[C@H](C)C(=O)O (N-benzyloxycarbonyl-D-alanine), CN(C=O)C (dimethylformamide), Cl (hydrochloric acid), C(CC(O)(C(=O)O)CC(=O)O)(=O)O (citric acid). Solvent: CCOCC (ether), O (Water), O1CCCC1 (tetrahydrofuran). Product: COC([C@H](N(C)C(=O)OCC1=CC=CC=C1)C)=O (N-benzyloxycarbonyl-N-methyl-D-alanine methyl ester). Reaction SMILES: [CH3:1]I.[H-].[Na+].[CH2:5](OC(N[C@@H](C(O)=O)C)=O)[C:6]1[CH:11]=[CH:10][CH:9]=[CH:8][CH:7]=1.Cl.[C:22](=[O:25])([OH:24])[O-].[Na+].C(O)(=O)C[C:29]([CH2:34][C:35]([OH:37])=[O:36])(C(O)=O)O.[CH3:40][N:41](C)C=O>O1CCCC1.CCOCC.O>[CH3:1][O:37][C:35](=[O:36])[C@@H:34]([CH3:29])[N:41]([C:22]([O:24][CH2:5][C:6]1[CH:7]=[CH:8][CH:9]=[CH:10][CH:11]=1)=[O:25])[CH3:40] |f:1.2,5.6|. Reported procedure: Methyl iodide (25 ml.), then sodium hydride (50% in oil, 7.2 g.), were added with stirring to a solution of N-benzyloxycarbonyl-D-alanine (11.16 g.) in tetrahydrofuran (125 ml.) and dimethylformamide (13 ml.). The mixture was then stirred under reflux for 24 hours. Water (100 ml.) was added, the pH was adjusted to 5.5 with hydrochloric acid and sodium bicarbonate, and the solvents were stripped. The residue was distributed between ether and aqueous citric acid (5%). The ether layer was washed su... Reactants: COC(=O)C1N(CC(C1)N(C(=O)OCC(Cl)(Cl)Cl)CC1=C(C=C(C=C1)F)F)C(=O)OC(C)(C)C (4-[(2,4-difluoro-benzyl)-(2,2,2-trichloro-ethoxycarbonyl)-amino]-pyrrolidine-1,2-dicarboxylicacid 1-tert-butyl ester 2-methyl ester), [Li+].[OH-] (LiOH). Solvent: CO (MeOH). Run at time 8 hour. Product: C(C)(C)(C)OC(=O)N1C(CC(C1)N(C(=O)OCC(Cl)(Cl)Cl)CC1=C(C=C(C=C1)F)F)C(=O)O (4-[(2,4-Difluoro-benzyl)-(2,2,2-trichloro-ethoxycarbonyl)-amino]-pyrrolidine-1,2-dicarboxylicacid 1-tert-butyl ester). The yield is 44.2%. RXN SMILES: C[O:2][C:3]([CH:5]1[CH2:9][CH:8]([N:10]([CH2:19][C:20]2[CH:25]=[CH:24][C:23]([F:26])=[CH:22][C:21]=2[F:27])[C:11]([O:13][CH2:14][C:15]([Cl:18])([Cl:17])[Cl:16])=[O:12])[CH2:7][N:6]1[C:28]([O:30][C:31]([CH3:34])([CH3:33])[CH3:32])=[O:29])=[O:4].[Li+].[OH-]>CO>[C:31]([O:30][C:28]([N:6]1[CH2:7][CH:8]([N:10]([CH2:19][C:20]2[CH:25]=[CH:24][C:23]([F:26])=[CH:22][C:21]=2[F:27])[C:11]([O:13][CH2:14][C:15]([Cl:17])([Cl:16])[Cl:18])=[O:12])[CH2:9][CH:5]1[C:3]([OH:4])=[O:2])=[O:29])([CH3:34])([CH3:32])[CH3:33] |f:1.2|. Procedure: To a solution of 4-[(2,4-difluoro-benzyl)-(2,2,2-trichloro-ethoxycarbonyl)-amino]-pyrrolidine-1,2-dicarboxylicacid 1-tert-butyl ester 2-methyl ester (8 g, 14.7 mmol) in MeOH (50 ml) cooled to 0 degree was added LiOH (2.47 g, 58.8 mmol), and the mixture was stirred overnight. After removal of methanol, the residue was acidified with 2M HCl. The aqueous layer was extracted with EA, and the organic solution was dried and concentrated. The residue was purified by chromatography (PE:EA=3:1) on silica... The reactants are [BH3-]C#N, CNC, CO, CC(=O)O, Cl, Nc1nc(-c2ccco2)c2nnn(Cc3cccc(C=O)n3)c2n1, [Na+]. Yields the product Cl, Nc1nc(-c2ccco2)c2nnn(Cc3cccc(CO)n3)c2n1. Reaction SMILES: [C:28]([BH3-:29])#[N:30].[CH3:25][NH:26][CH3:27].[CH3:33][OH:34].[CH3:35][C:36](=[O:37])[OH:38].[ClH:32].[NH2:1][c:2]1[n:3][c:4](-[c:20]2[o:21][cH:22][cH:23][cH:24]2)[c:5]2[c:6]([n:7]1)[n:8]([CH2:11][c:12]1[cH:13][cH:14][cH:15][c:16]([CH:18]=[O:19])[n:17]1)[n:9][n:10]2.[Na+:31]>>[ClH:32].[NH2:1][c:2]1[n:3][c:4](-[c:20]2[o:21][cH:22][cH:23][cH:24]2)[c:5]2[c:6]([n:7]1)[n:8]([CH2:11][c:12]1[cH:13][cH:14][cH:15][c:16]([CH2:18][OH:19])[n:17]1)[n:9][n:10]2. Reactants: CC(C)(C)c1nc(C(F)F)cc(N2CCN(CCCCl)CC2)n1, Cn1cnnc1S. Yields the product Cn1cnnc1SCCCN1CCN(c2cc(C(F)F)nc(C(C)(C)C)n2)CC1, Cl. As a reaction SMILES: [C:8]([CH3:9])([CH3:10])([CH3:11])[c:12]1[n:13][c:14]([CH:28]([F:29])[F:30])[cH:15][c:16]([N:18]2[CH2:19][CH2:20][N:21]([CH2:24][CH2:25][CH2:26][Cl:27])[CH2:22][CH2:23]2)[n:17]1.[CH3:1][n:2]1[c:3]([SH:7])[n:4][n:5][cH:6]1>>[CH3:1][n:2]1[c:3]([S:7][CH2:26][CH2:25][CH2:24][N:21]2[CH2:20][CH2:19][N:18]([c:16]3[cH:15][c:14]([CH:28]([F:29])[F:30])[n:13][c:12]([C:8]([CH3:9])([CH3:10])[CH3:11])[n:17]3)[CH2:23][CH2:22]2)[n:4][n:5][cH:6]1.[ClH:27].